This data is from the Open Reaction Database (ORD), a public repository of structured organic reaction records. The task is: describe an organic reaction: reactants, conditions, products, and yield The reactants are N1(C=CC=C1)C1=NC=CC=C1O (2-pyrrol-1-ylpyridin-3-ol), O=C1CCN(CC1)C(=O)OC(C)(C)C (tert-butyl 4-oxopiperidine-1-carboxylate), O.CC1=CC=C(C=C1)S(=O)(=O)O (4-methylbenzenesulfonic acid hydrate), ClC(C)Cl (dichloroethane). Reaction conditions: temperature 130 celsius. Yields the product N1=CC=CC=2OC3(C=4N(C21)C=CC4)CCNCC3 (spiro[piperidine-4,6′-pyrido[3,2-b]pyrrolo[1,2-d][1,4]oxazine]). The yield is 93.0%. Reaction SMILES: [N:1]1([C:6]2[C:11]([OH:12])=[CH:10][CH:9]=[CH:8][N:7]=2)[CH:5]=[CH:4][CH:3]=[CH:2]1.O=[C:14]1[CH2:19][CH2:18][N:17](C(OC(C)(C)C)=O)[CH2:16][CH2:15]1.O.CC1C=CC(S(O)(=O)=O)=CC=1.ClC(Cl)C>>[N:7]1[C:6]2[N:1]3[CH:2]=[CH:3][CH:4]=[C:5]3[C:14]3([CH2:19][CH2:18][NH:17][CH2:16][CH2:15]3)[O:12][C:11]=2[CH:10]=[CH:9][CH:8]=1 |f:2.3|. Procedure details: A mixture of 2-pyrrol-1-ylpyridin-3-ol (1.00 g, 6.24 mmol), tert-butyl 4-oxopiperidine-1-carboxylate (1.24 g, 6.24 mmol), 4-methylbenzenesulfonic acid hydrate (119 mg, 0.625 mmol), molecular sieves (442 mg) and dichloroethane (8.9 mL) was heated at 130° C. for 162 hours. The reaction was filtered and washed with dichloroethane. The solid was dissolved in MeOH and filtered through a plug of Celite. The solvent was evaporated under reduced pressure to yield spiro[piperidine-4,6′-pyrido[3,2-b]pyrro... Starting materials: BrC=1C=C(N=NC1)Cl (5-bromo-3-chloropyridazine), N1CCOCC1 (morpholine), C([O-])([O-])=O.[K+].[K+] (potassium carbonate). The solvent is CN1CCCC1=O (NMP). Run at temperature 110 celsius. Yields the product ClC1=CC(=CN=N1)N1CCOCC1 (4-(6-chloropyridazin-4-yl)morpholine). As a reaction SMILES: Br[C:2]1[CH:3]=[C:4]([Cl:8])[N:5]=[N:6][CH:7]=1.[NH:9]1[CH2:14][CH2:13][O:12][CH2:11][CH2:10]1.C(=O)([O-])[O-].[K+].[K+]>CN1C(=O)CCC1>[Cl:8][C:4]1[N:5]=[N:6][CH:7]=[C:2]([N:9]2[CH2:14][CH2:13][O:12][CH2:11][CH2:10]2)[CH:3]=1 |f:2.3.4|. Procedure: A mixture of 5-bromo-3-chloropyridazine (1.0 equiv.), morpholine (1 equiv.) and potassium carbonate (6 equiv.) in NMP (0.2 M) were heated to 110° C. for 4 hours in an oil bath. The reaction mixture was partitioned between EtOAc and water. The organic phase was dried over sodium sulfate, concentrated and purified by normal phase chromatography. The combined fractions were concentrated and dried under vacuo to give crude 4-(6-chloropyridazin-4-yl)morpholine and was used in the next step without fu... The reactants are FC(COC1=C(C=CC=C1Cl)CC(=O)O)(F)F (2-(2,2,2-trifluoroethoxy)-3-chlorophenylacetic acid), C(N)(=O)C1NCCN(C1)C1=C(C=CC=C1)C (2-carbamoyl-4-(2-methylphenyl)piperazine), C=1C=CC2=C(C1)N=NN2O (HOBT), C(CCl)Cl (EDC), CCN(C(C)C)C(C)C (DIEA). The solvent is CN(C)C=O (DMF). Procedure details: To a stirred solution of 2-(2,2,2-trifluoroethoxy)-3-chlorophenylacetic acid (0.14 g, 0.53 mmol) from Step 4 above, 2-carbamoyl-4-(2-methylphenyl)piperazine (0.12 g, 0.53 mmol) from Step 4 of Example 1, and HOBT (0.08 g, 0.53 mmol) in DMF (5 mL) was added EDC (0.15 g, 0.8 mmol) and DIEA (0.14 mL, 0.8 mmol). The mixture was stirred at ambient temperature for 14 h. The solvent was removed under reduced pressure and the residue was purified by preparative reverse phase HPLC using a H2O:CH3CN gradie... Conditions: time 14 hour. Yields the product ClC=1C(=C(C=CC1)CC(=O)N1C(CN(CC1)C1=C(C=CC=C1)C)C(N)=O)OCC(F)(F)F (1-(3-chloro-2-(2,2,2-trifluoroethoxy)phenylacetyl)-2-carbamoyl-4-(2-methylphenyl)piperazine). RXN SMILES: [F:1][C:2]([F:17])([F:16])[CH2:3][O:4][C:5]1[C:10]([Cl:11])=[CH:9][CH:8]=[CH:7][C:6]=1[CH2:12][C:13]([OH:15])=O.[C:18]([CH:21]1[CH2:26][N:25]([C:27]2[CH:32]=[CH:31][CH:30]=[CH:29][C:28]=2[CH3:33])[CH2:24][CH2:23][NH:22]1)(=[O:20])[NH2:19].C1C=CC2N(O)N=NC=2C=1.C(Cl)CCl.CCN(C(C)C)C(C)C>CN(C=O)C>[Cl:11][C:10]1[C:5]([O:4][CH2:3][C:2]([F:1])([F:17])[F:16])=[C:6]([CH2:12][C:13]([N:22]2[CH2:23][CH2:24][N:25]([C:27]3[CH:32]=[CH:31][CH:30]=[CH:29][C:28]=3[CH3:33])[CH2:26][CH:21]2[C:18](=[O:20])[NH2:19])=[O:15])[CH:7]=[CH:8][CH:9]=1. Reactants: CCO, CO, Cl, [Fe], O=C1NCc2cc([N+](=O)[O-])ccc21, N, O. Product: Nc1ccc2c(c1)CNC2=O. As a reaction SMILES: [CH3:17][CH2:18][OH:19].[CH3:20][OH:21].[ClH:2].[Fe:22].[N+:3]([O-:4])(=[O:5])[c:6]1[cH:7][c:8]2[c:12]([cH:13][cH:14]1)[C:11](=[O:15])[NH:10][CH2:9]2.[NH3:16].[OH2:1]>>[NH2:3][c:6]1[cH:7][c:8]2[c:12]([cH:13][cH:14]1)[C:11](=[O:15])[NH:10][CH2:9]2. Reactants: C(C1=CC=CC=C1)NC(=O)C1=C(N=C(S1)C1=NC(=CN=C1)\C=C\C1=CC=CC=C1)C (4-methyl-2-[6-((E)-styryl)-pyrazin-2-yl]-thiazole-5-carboxylic acid benzylamide). The reagents and catalysts are [Pd] (Pd/C). The solvent is C(C)(=O)OCC (ethyl acetate). Run at time 18 hour. The product is C(C1=CC=CC=C1)NC(=O)C1=C(N=C(S1)C1=NC(=CN=C1)CCC1=CC=CC=C1)C (4-methyl-2-(6-phenethyl-pyrazin-2-yl)-thiazole-5-carboxylic acid benzylamide). Yield: 54.3%. As a reaction SMILES: [CH2:1]([NH:8][C:9]([C:11]1[S:15][C:14]([C:16]2[CH:21]=[N:20][CH:19]=[C:18](/[CH:22]=[CH:23]/[C:24]3[CH:29]=[CH:28][CH:27]=[CH:26][CH:25]=3)[N:17]=2)=[N:13][C:12]=1[CH3:30])=[O:10])[C:2]1[CH:7]=[CH:6][CH:5]=[CH:4][CH:3]=1>C(OCC)(=O)C.[Pd]>[CH2:1]([NH:8][C:9]([C:11]1[S:15][C:14]([C:16]2[CH:21]=[N:20][CH:19]=[C:18]([CH2:22][CH2:23][C:24]3[CH:29]=[CH:28][CH:27]=[CH:26][CH:25]=3)[N:17]=2)=[N:13][C:12]=1[CH3:30])=[O:10])[C:2]1[CH:3]=[CH:4][CH:5]=[CH:6][CH:7]=1. Reported procedure: To a solution of 4-methyl-2-[6-((E)-styryl)-pyrazin-2-yl]-thiazole-5-carboxylic acid benzylamide (32 mg, 0.08 mmol, 1.0 equiv.) in ethyl acetate was added Pd/C (15 mg, 10%). The flask was first purged with nitrogen, then with hydrogen. The reaction mixture was stirred at ambient temperature for 18 hr and monitored by LCMS. Upon completion, the reaction mixture was diluted with ethyl acetate, filtered through Celite and concentrated in vacuo. The crude product was purified by column chromatograph... The reactants are C(C)(C)(C)OC(=O)NC(C(=O)O[C@H]1CN2CCC1CC2)C2=CC=C(C=C2)C ((R)-quinuclidin-3-yl 2-(tert-butoxycarbonylamino)-2-p-tolylacetate), BrCC(=O)C1=CC=CC=C1 (2-bromo-1-phenylethanone). The solvent is CCOC(=O)C (EtOAc). Reaction conditions: time 36 hour. The product is [Br-].C(C)(C)(C)OC(=O)NC(C(=O)O[C@H]1C[N+]2(CCC1CC2)CC(C2=CC=CC=C2)=O)C2=CC=C(C=C2)C ((3R)-3-(2-(tert-butoxycarbonylamino)-2-p-tolylacetoxy)-1-(2-oxo-2-phenylethyl)-1-azoniabicyclo[2.2.2]octane bromide). Isolated yield 61.0%. RXN SMILES: [C:1]([O:5][C:6]([NH:8][CH:9]([C:21]1[CH:26]=[CH:25][C:24]([CH3:27])=[CH:23][CH:22]=1)[C:10]([O:12][C@@H:13]1[CH:18]2[CH2:19][CH2:20][N:15]([CH2:16][CH2:17]2)[CH2:14]1)=[O:11])=[O:7])([CH3:4])([CH3:3])[CH3:2].[Br:28][CH2:29][C:30]([C:32]1[CH:37]=[CH:36][CH:35]=[CH:34][CH:33]=1)=[O:31]>CCOC(C)=O>[Br-:28].[C:1]([O:5][C:6]([NH:8][CH:9]([C:21]1[CH:26]=[CH:25][C:24]([CH3:27])=[CH:23][CH:22]=1)[C:10]([O:12][C@@H:13]1[CH:18]2[CH2:17][CH2:16][N+:15]([CH2:29][C:30](=[O:31])[C:32]3[CH:37]=[CH:36][CH:35]=[CH:34][CH:33]=3)([CH2:20][CH2:19]2)[CH2:14]1)=[O:11])=[O:7])([CH3:4])([CH3:3])[CH3:2] |f:3.4|. Procedure: To a solution of (R)-quinuclidin-3-yl 2-(tert-butoxycarbonylamino)-2-p-tolylacetate (C41) (100 mg, 0.27 mmol) in EtOAc (3 ml), was added 2-bromo-1-phenylethanone (58.5 mg, 0.29 mmol), and the reaction was stirred at RT for 36 hours. The solvent was evaporated, and the residue was first triturated with i-Pr2O and then purified by flash chromatography (DCM/MeOH=95/5 to 9/1) to obtain (3R)-3-(2-(tert-butoxycarbonylamino)-2-p-tolylacetoxy)-1-(2-oxo-2-phenylethyl)-1-azoniabicyclo[2.2.2]octane bromide...